From a dataset of the Open Reaction Database (ORD), a public repository of structured organic reaction records. describe an organic reaction: reactants, conditions, products, and yield The product is ClC=1C(=C(CN2C=NC3=C2C=C(C=C3B(O)O)N3CCOCC3)C=CC1)C ((1-(3-chloro-2-methylbenzyl)-6-morpholino-1H-benzo[d]imidazol-4-yl)boronic acid), product. Isolated yield 6.0%. Reaction SMILES: Br[C:2]1[C:10]2[N:9]=[CH:8][N:7]([CH2:11][C:12]3[CH:17]=[CH:16][CH:15]=[C:14]([Cl:18])[C:13]=3[CH3:19])[C:6]=2[CH:5]=[C:4]([N:20]2[CH2:25][CH2:24][O:23][CH2:22][CH2:21]2)[CH:3]=1.C[O:27][B:28](OC)[O:29]C>>[Cl:18][C:14]1[C:13]([CH3:19])=[C:12]([CH:17]=[CH:16][CH:15]=1)[CH2:11][N:7]1[C:6]2[CH:5]=[C:4]([N:20]3[CH2:25][CH2:24][O:23][CH2:22][CH2:21]3)[CH:3]=[C:2]([B:28]([OH:29])[OH:27])[C:10]=2[N:9]=[CH:8]1. Reported procedure: The titled compound was prepared from 4-(4-bromo-1-(3-chloro-2-methylbenzyl)-1H-benzo[d]imidazol-6-yl)morpholine (400 mg, 0.951 mmol) using Method A with trimethylborate to give the product (23 mg, 6%). 1H NMR (400 MHz, METHANOL-d4) δ ppm 2.41 (s, 3H) 3.12-3.18 (m, 4H) 3.82-3.90 (m, 4H) 5.61 (s, 2H) 6.89 (d, J=7.07 Hz, 2H) 7.17 (t, J=7.83 Hz, 1H) 7.27 (d, J=2.27 Hz, 1H) 7.42 (d, J=8.08 Hz, 1H) 8.39 (s, 1H); LC/MS: MS (ES+) m/e 386 [M+H]+. Reactants: BrC1=CC(=CC=2N(C=NC21)CC2=C(C(=CC=C2)Cl)C)N2CCOCC2 (4-(4-bromo-1-(3-chloro-2-methylbenzyl)-1H-benzo[d]imidazol-6-yl)morpholine), COB(OC)OC (trimethylborate). Starting materials: Cl.Cl.CC1=CC2=C(NC(=N2)C2=NNC3=CC=C(C=C23)C#N)C=C1C (3-(5,6-dimethyl-1H-benzoimidazol-2-yl)-1H-indazole-5-carbonitrile dihydrochloride), C(C)(=O)O (acetic acid). Run at temperature 100 celsius. Yields the product CC1=CC2=C(NC(=N2)C2=NNC3=CC=C(C=C23)C(=O)O)C=C1C (3-(5,6-dimethyl-1H-benzoimidazol-2-yl)-1H-indazole-5-carboxylic acid). As a reaction SMILES: Cl.Cl.[CH3:3][C:4]1[C:23]([CH3:24])=[CH:22][C:7]2[NH:8][C:9]([C:11]3[C:19]4[C:14](=[CH:15][CH:16]=C(C#N)[CH:18]=4)[NH:13][N:12]=3)=[N:10][C:6]=2[CH:5]=1.[C:25]([OH:28])(=[O:27])[CH3:26]>>[CH3:24][C:23]1[C:4]([CH3:3])=[CH:5][C:6]2[NH:10][C:9]([C:11]3[C:19]4[C:14](=[CH:15][CH:16]=[C:26]([C:25]([OH:28])=[O:27])[CH:18]=4)[NH:13][N:12]=3)=[N:8][C:7]=2[CH:22]=1 |f:0.1.2|. Procedure details: A stirred suspension of 3-(5,6-dimethyl-1H-benzoimidazol-2-yl)-1H-indazole-5-carbonitrile dihydrochloride [200 mg, Reference Example 6(aq)] in acetic acid/concentrated hydrochloric acid (4 ml, 1:1 v/v) was heated at 100° C. for 16 hours. The reaction mixture was cooled to ambient temperature and filtered. The precipitate was washed with water and dried in vacuo to give 3-(5,6-dimethyl-1H-benzoimidazol-2-yl)-1H-indazole-5-carboxylic acid (195 mg) as a white solid. LC-MS (METHOD B): RT=2.52 minute... The reactants are C[Si](C)(C)Cl (trimethylsilyl chloride), BrC1=CC=C(NC2CCCCC2)C=C1 (4-bromo-N-cyclohexylaniline), [Li]CCCC (n-BuLi). Run in CCCCCC (n-hexane). Run at time 30 minute. Yields the product BrC1=CC=C(N([Si](C)(C)C)C2CCCCC2)C=C1 (4-bromo-N-cyclohexyl-N-trimethylsilylaniline), ( VIII ). RXN SMILES: [Br:1][C:2]1[CH:14]=[CH:13][C:5]([NH:6][CH:7]2[CH2:12][CH2:11][CH2:10][CH2:9][CH2:8]2)=[CH:4][CH:3]=1.[Li]CCCC.[CH3:20][Si:21](Cl)([CH3:23])[CH3:22]>CCCCCC>[Br:1][C:2]1[CH:14]=[CH:13][C:5]([N:6]([CH:7]2[CH2:12][CH2:11][CH2:10][CH2:9][CH2:8]2)[Si:21]([CH3:23])([CH3:22])[CH3:20])=[CH:4][CH:3]=1. Reported procedure: 9 g 4-bromo-N-cyclohexylaniline (VII) (CA registration number [113388-04-8], see Synthetic Communications, 1986, 16(13): 1641-1645 for its preparation) was placed into a four-necked flask and 15 ml (1.5 mol/L) n-BuLi solution in n-hexane. The mixture was stirred for 30 min at room temperature. Then 8 g trimethylsilyl chloride (Me3SiCl) was added and the mixture was stirred for 1 hour. Solvent and excessive Me3SiCl was evaporated under reduced to yield 4-bromo-N-cyclohexyl-N-trimethylsilylaniline... Reactants: NC1=NC2=C(C=3C=C(C=NC13)CCC1=C(C=C(C(=O)O)C=C1)C)C=CC(=C2)C (4-(2-(5-amino-8-methylbenzo[f][1,7]naphthyridin-2-yl)ethyl)-3-methylbenzoic acid), S(=O)(Cl)Cl (thionyl chloride). Yields the product NC1=NC2=C(C=3C=C(C=NC13)CCC1=C(C=C(C(=O)Cl)C=C1)C)C=CC(=C2)C (4-(2-(5-amino-8-methylbenzo[f][1,7]naphthyridin-2-yl)ethyl)-3-methylbenzoyl chloride). As a reaction SMILES: [NH2:1][C:2]1[C:11]2[N:10]=[CH:9][C:8]([CH2:12][CH2:13][C:14]3[CH:22]=[CH:21][C:17]([C:18](O)=[O:19])=[CH:16][C:15]=3[CH3:23])=[CH:7][C:6]=2[C:5]2[CH:24]=[CH:25][C:26]([CH3:28])=[CH:27][C:4]=2[N:3]=1.S(Cl)([Cl:31])=O>>[NH2:1][C:2]1[C:11]2[N:10]=[CH:9][C:8]([CH2:12][CH2:13][C:14]3[CH:22]=[CH:21][C:17]([C:18]([Cl:31])=[O:19])=[CH:16][C:15]=3[CH3:23])=[CH:7][C:6]=2[C:5]2[CH:24]=[CH:25][C:26]([CH3:28])=[CH:27][C:4]=2[N:3]=1. Procedure details: A solution of 4-(2-(5-amino-8-methylbenzo[f][1,7]naphthyridin-2-yl)ethyl)-3-methylbenzoic acid (from the previous step) in thionyl chloride was stirred at 60° C. for 3 hour. After cooling to ambient temperature, the reaction mixture was concentrated en vacuo. The crude material was used for next step without purification. The reactants are ClCCl (Dichloromethane), NC1=NNC(=C1)C(=O)NC1=CC(=CC=C1)F (3-Amino-N-(3-fluorophenyl)-1H-pyrazole-5-carboxamide), O1CCOCC1 (dioxane), ClC1=NC=NC2=CC(=C(C=C12)OC)OCCCCl (4-chloro-7-(3-chloropropoxy)-6-methoxyquinazoline). Run in CC(=O)N(C)C (dimethylacetamide), Cl (HCl). The product is ClCCCOC1=C(C=C2C(=NC=NC2=C1)NC1=NNC(=C1)C(=O)NC1=CC(=CC=C1)F)OC (3-{[7-(3-chloropropoxy)-6-methoxyquinazolin-4-yl]amino}-N-(3-fluorophenyl)-1H-pyrazole-5-carboxamide). Isolated yield 88.0%. Reaction SMILES: [NH2:1][C:2]1[CH:6]=[C:5]([C:7]([NH:9][C:10]2[CH:15]=[CH:14][CH:13]=[C:12]([F:16])[CH:11]=2)=[O:8])[NH:4][N:3]=1.O1CCOCC1.Cl[C:24]1[C:33]2[C:28](=[CH:29][C:30]([O:36][CH2:37][CH2:38][CH2:39][Cl:40])=[C:31]([O:34][CH3:35])[CH:32]=2)[N:27]=[CH:26][N:25]=1.ClCCl>CC(N(C)C)=O.Cl>[Cl:40][CH2:39][CH2:38][CH2:37][O:36][C:30]1[CH:29]=[C:28]2[C:33]([C:24]([NH:1][C:2]3[CH:6]=[C:5]([C:7]([NH:9][C:10]4[CH:15]=[CH:14][CH:13]=[C:12]([F:16])[CH:11]=4)=[O:8])[NH:4][N:3]=3)=[N:25][CH:26]=[N:27]2)=[CH:32][C:31]=1[O:34][CH3:35]. Procedure: 3-Amino-N-(3-fluorophenyl)-1H-pyrazole-5-carboxamide (153 mg, 0.69 mmol) in dimethylacetamide (1.8 ml) and HCl in dioxane (4 M solution in dioxane, 174 μl, 0.69 mmol) was reacted with 4-chloro-7-(3-chloropropoxy)-6-methoxyquinazoline (200 mg, 0.69 mmol) at 90° C. for 1.5 hour. Dichloromethane (35 ml) was added to the cooled reaction mixture, and the solid recovered by filtration, washed with dichloromethane and dried to yield 3-{[7-(3-chloropropoxy)-6-methoxyquinazolin-4-yl]amino}-N-(3-fluorophe...